From a dataset of the Open Reaction Database (ORD), a public repository of structured organic reaction records. describe an organic reaction: reactants, conditions, products, and yield Starting materials: N#CBr (cyanogen bromide), N1(CCCCCC1)CC=1SC(=CC1)C(=O)NN (2-(hexahydro-1H-azepin-1-yl)methylthiophene-5-carboxylic acid hydrazide). The solvent is C(C)O (ethanol). Conditions: time 2 hour. Yields the product NC1=NN=C(O1)C1=CC=C(S1)CN1CCCCCC1 (1-[5-(5-Amino-1,3,4-oxadiazol-2-yl)-2-thenyl]hexahydro-1H-azepine). Yield: 40.7%. RXN SMILES: [N:1]#[C:2]Br.[N:4]1([CH2:11][C:12]2[S:13][C:14]([C:17]([NH:19][NH2:20])=[O:18])=[CH:15][CH:16]=2)[CH2:10][CH2:9][CH2:8][CH2:7][CH2:6][CH2:5]1>C(O)C>[NH2:1][C:2]1[O:18][C:17]([C:14]2[S:13][C:12]([CH2:11][N:4]3[CH2:10][CH2:9][CH2:8][CH2:7][CH2:6][CH2:5]3)=[CH:16][CH:15]=2)=[N:19][N:20]=1. Reported procedure: 2.5 g (23.57 mmol) of cyanogen bromide was added to 250 ml of ethanol solution containing 5.43 g (21.43 mmol) of 2-(hexahydro-1H-azepin-1-yl)methylthiophene-5-carboxylic acid hydrazide, and the mixture was stirred at room temperature for 2 hours and then at 50° C. for 7 hours. The reaction solution was concentrated under a reduced pressure, saturated sodium bicarbonate aqueous solution and chloroform were added to the resulting residue. Then, the resulting organic layer was separated, washed wit... Starting materials: [Al+3], CCC(=O)Cl, CC(C)Cc1ccccc1, [Cl-], [Cl-], [Cl-], ClCCl, O. Yields the product CCC(=O)c1ccc(CC(C)C)cc1. As a reaction SMILES: [Al+3:7].[C:1]([CH2:2][CH3:3])(=[O:4])[Cl:5].[CH3:10][CH:11]([CH3:12])[CH2:13][c:14]1[cH:15][cH:16][cH:17][cH:18][cH:19]1.[Cl-:6].[Cl-:8].[Cl-:9].[Cl:21][CH2:22][Cl:23].[OH2:20]>>[C:1]([CH2:2][CH3:3])(=[O:4])[c:17]1[cH:16][cH:15][c:14]([CH2:13][CH:11]([CH3:10])[CH3:12])[cH:19][cH:18]1. Starting materials: BrC=1N(C=2[C@H](CCC[C@H](C(NC3=CC(=CC=C3C1N2)NC(OC)=O)=O)C)N(C(CP(=O)(OCC)OCC)=O)CCC(=O)C2=C(C(=CC=C2F)Cl)F)COCC[Si](C)(C)C (Methyl N-[(10R,14S)-17-bromo-14-{N-[3-(3-chloro-2,6-difluorophenyl)-3-oxopropyl]-2-(diethoxyphosphoryl)acetamido}-10-methyl-9-oxo-16-{[2-(trimethylsilyl)ethoxy]methyl}-8,16,18-triazatricyclo[13.2.1.02,7]octadeca-1(17),2,4,6,15(18)-pentaen-5-yl]carbamate), C[O-].[Na+] (sodium methoxide). Solvent: CO (MeOH). Run at time 1 hour. Yields the product BrC=1N(C=2[C@H](CCC[C@H](C(NC3=CC(=CC=C3C1N2)NC(OC)=O)=O)C)N2CCC(=CC2=O)C2=C(C(=CC=C2F)Cl)F)COCC[Si](C)(C)C (Methyl N-[(10R,14S)-17-bromo-14-[4-(3-chloro-2,6-difluorophenyl)-6-oxo-1,2,3,6-tetrahydropyridin-1-yl]-10-methyl-9-oxo-16-{[2-(trimethylsilyl)ethoxy]-methyl}-8,16,18-triazatricyclo[13.2.1.02,7]octadeca-1(17),2,4,6,15(18)-pentaen-5-yl]carbamate). Isolated yield 75.9%. Reaction SMILES: [Br:1][C:2]1[N:3]([CH2:52][O:53][CH2:54][CH2:55][Si:56]([CH3:59])([CH3:58])[CH3:57])[C:4]2[C@@H:5]([N:27]([CH2:39][CH2:40][C:41]([C:43]3[C:48]([F:49])=[CH:47][CH:46]=[C:45]([Cl:50])[C:44]=3[F:51])=O)[C:28](=[O:38])[CH2:29]P(OCC)(OCC)=O)[CH2:6][CH2:7][CH2:8][C@@H:9]([CH3:26])[C:10](=[O:25])[NH:11][C:12]3[C:17]([C:18]=1[N:19]=2)=[CH:16][CH:15]=[C:14]([NH:20][C:21](=[O:24])[O:22][CH3:23])[CH:13]=3.C[O-].[Na+]>CO>[Br:1][C:2]1[N:3]([CH2:52][O:53][CH2:54][CH2:55][Si:56]([CH3:58])([CH3:57])[CH3:59])[C:4]2[C@@H:5]([N:27]3[C:28](=[O:38])[CH:29]=[C:41]([C:43]4[C:48]([F:49])=[CH:47][CH:46]=[C:45]([Cl:50])[C:44]=4[F:51])[CH2:40][CH2:39]3)[CH2:6][CH2:7][CH2:8][C@@H:9]([CH3:26])[C:10](=[O:25])[NH:11][C:12]3[C:17]([C:18]=1[N:19]=2)=[CH:16][CH:15]=[C:14]([NH:20][C:21](=[O:24])[O:22][CH3:23])[CH:13]=3 |f:1.2|. Reported procedure: To the solution of 227B (1.35 g, 1.27 mmol) in MeOH (36.3 ml) at 0° C. was added sodium methoxide (25% wt in MeOH) (1.454 ml, 6.36 mmol). The reaction was warmed to RT. After 1 h, the reaction mixture was concentrated. The residue dissolved in EtOAc, washed twice with 1.5 dipotassium phosphate solution (aq.), brine, dried over Na2SO4, filtered, and concentrated. The crude residue was purified by normal phase column chromatography to give 227C (765 mg, 76%) as a tan solid. MS (ESI) m/z: 792/794 (... Starting materials: FC=1C=CC(=C(C1)O)[N+](=O)[O-] (5-fluoro-2-nitrophenol), [Sn](Cl)Cl (tin (II) chloride), C([O-])(O)=O.[Na+] (sodium bicarbonate). Run in C(C)O (ethanol). Run at temperature 80 celsius, time 30 minute. Yields the product OC1=C(C=CC(=C1)F)NC(=O)NC1=CC=CC=C1 (N-(2-hydroxy-4-fluorophenyl)-N'-phenyl urea). Isolated yield 83.0%. RXN SMILES: [F:1][C:2]1[CH:3]=[CH:4][C:5]([N+:9]([O-])=O)=[C:6]([OH:8])[CH:7]=1.[Sn](Cl)Cl.[C:15](=[O:18])(O)[O-].[Na+]>C(O)C>[OH:8][C:6]1[CH:7]=[C:2]([F:1])[CH:3]=[CH:4][C:5]=1[NH:9][C:15]([NH:9][C:5]1[CH:6]=[CH:7][CH:2]=[CH:3][CH:4]=1)=[O:18] |f:2.3|. Reported procedure: A mixture of 5-fluoro-2-nitrophenol (500 mg, 3.18 mmol) and tin (II) chloride (1.76 g, 9.2 mmol) in ethanol (10 mL) was heated at 80° C. under argon. After 30 min, the starting material had disappeared and the solution was allowed to cool down and then poured into ice. The pH was made slightly basic (pH 7-8), by addition of 5% aqueous sodium bicarbonate, before being extracted with ethyl acetate. The organic phase was washed with brine, dried over MgSO4 and filtered. Evaporation of the solvent g... The reactants are P(=O)(Cl)(Cl)Cl (Phosphorus oxychloride), C(CCC)=C1CCCCC=2SC(=CC21)C(=O)N (4-n-butylidene-5,6,7,8-tetrahydro-4H-cyclohepta[b]thiophene-2-carboxamide), CN(C=O)C (dimethylformamide), ice water, ice, C(=O)(O)[O-].[Na+] (NaHCO3). Run in CCOC(=O)C (AcOEt). Conditions: time 1 hour. The product is C(CCC)=C1CCCCC=2SC(=CC21)C#N (4-n-butylidene-5,6,7,8-tetrahydro-2-cyano-4H-cyclohepta[b]thiophene). The yield is 82.3%. Reaction SMILES: P(Cl)(Cl)(Cl)=O.[CH:6](=[C:10]1[C:19]2[CH:18]=[C:17]([C:20]([NH2:22])=O)[S:16][C:15]=2[CH2:14][CH2:13][CH2:12][CH2:11]1)[CH2:7][CH2:8][CH3:9].CN(C)C=O.C([O-])(O)=O.[Na+]>CCOC(C)=O>[CH:6](=[C:10]1[C:19]2[CH:18]=[C:17]([C:20]#[N:22])[S:16][C:15]=2[CH2:14][CH2:13][CH2:12][CH2:11]1)[CH2:7][CH2:8][CH3:9] |f:3.4|. Procedure details: Phosphorus oxychloride (0.30 ml) was added to a mixture of 4-n-butylidene-5,6,7,8-tetrahydro-4H-cyclohepta[b]thiophene-2-carboxamide (0.55 g) and dimethylformamide (DMF) (6 ml) with ice-water cooling under nitrogen atmosphere, and the mixture was stirred under the same condition for 1 hour. The reaction mixture was poured into an ice-cooled mixture of an aqueous solution of NaHCO3 and AcOEt to precipitate. The precipitate was collected by filtration, washed with water, and dried in vacuo to give... The reactants are O=c1c(C2=NS(=O)(=O)c3cc(OCc4ccccc4)ccc3N2)c(O)c2ccccc2n1NC1CCC1, C1CCOC1, O=[Pt]. Product: O=c1c(C2=NS(=O)(=O)c3cc(O)ccc3N2)c(O)c2ccccc2n1NC1CCC1. Reaction SMILES: [CH2:1]([c:2]1[cH:3][cH:4][cH:5][cH:6][cH:7]1)[O:8][c:9]1[cH:10][c:11]2[c:12]([cH:36][cH:37]1)[NH:13][C:14]([c:19]1[c:20](=[O:35])[n:21]([NH:30][CH:31]3[CH2:32][CH2:33][CH2:34]3)[c:22]3[cH:23][cH:24][cH:25][cH:26][c:27]3[c:28]1[OH:29])=[N:15][S:16]2(=[O:17])=[O:18].[O:38]1[CH2:39][CH2:40][CH2:41][CH2:42]1.[Pt:43]=[O:44]>>[OH:8][c:9]1[cH:10][c:11]2[c:12]([cH:36][cH:37]1)[NH:13][C:14]([c:19]1[c:20](=[O:35])[n:21]([NH:30][CH:31]3[CH2:32][CH2:33][CH2:34]3)[c:22]3[cH:23][cH:24][cH:25][cH:26][c:27]3[c:28]1[OH:29])=[N:15][S:16]2(=[O:17])=[O:18]. Starting materials: C1(CCCC1)N(C1=CC=C(OC)C=C1)C(C1=CC=C(C=C1)[N+](=O)[O-])=O (N-cyclopentyl-N-(4-nitrobenzoyl)-p-anisidine), [H][H] (hydrogen). The reagents and catalysts are [Pd] (palladium on carbon), Cl (hydrochloric acid). Run in CO (methanol). Conditions: time 4 hour. The product is NC1=CC=C(C(=O)N(C2=CC=C(OC)C=C2)C2CCCC2)C=C1 (N-(4-aminobenzoyl)-N-cyclopentyl-p-anisidine). The yield is 95.4%. As a reaction SMILES: [CH:1]1([N:6]([C:15](=[O:25])[C:16]2[CH:21]=[CH:20][C:19]([N+:22]([O-])=O)=[CH:18][CH:17]=2)[C:7]2[CH:14]=[CH:13][C:10]([O:11][CH3:12])=[CH:9][CH:8]=2)[CH2:5][CH2:4][CH2:3][CH2:2]1.[H][H]>[Pd].Cl.CO>[NH2:22][C:19]1[CH:20]=[CH:21][C:16]([C:15]([N:6]([CH:1]2[CH2:5][CH2:4][CH2:3][CH2:2]2)[C:7]2[CH:14]=[CH:13][C:10]([O:11][CH3:12])=[CH:9][CH:8]=2)=[O:25])=[CH:17][CH:18]=1. Procedure details: A solution of N-cyclopentyl-N-(4-nitrobenzoyl)-p-anisidine (1.0 g), 10% palladium on carbon (100 mg) and 2 drops of conc. hydrochloric acid in methanol (10 ml) was stirred under 3 atmospheric pressure of hydrogen at ambient temperature. After 4 hours, the reaction mixture was filtered through a bed of Celite, and concentrated to give N-(4-aminobenzoyl)-N-cyclopentyl-p-anisidine (870 mg), which was used directly for the next step without further purification. The reactants are COC1=C(C(=CC=C1)OC)C1CCCC(N1)=O (6-(2,6-dimethoxyphenyl)piperidin-2-one), BrC(C)C=1C=C(C(=NC1)OC(F)F)Cl (5-(1-bromoethyl)-3-chloro-2-(difluoromethoxy)pyridine). Product: ClC=1C=C(C=NC1OC(F)F)C(C)N1C(CCCC1C1=C(C=CC=C1OC)OC)=O (1-(1-(5-chloro-6-(difluoromethoxy)pyridin-3-yl)ethyl)-6-(2,6-dimethoxyphenyl)piperidin-2-one). As a reaction SMILES: [CH3:1][O:2][C:3]1[CH:8]=[CH:7][CH:6]=[C:5]([O:9][CH3:10])[C:4]=1[CH:11]1[NH:16][C:15](=[O:17])[CH2:14][CH2:13][CH2:12]1.Br[CH:19]([C:21]1[CH:22]=[C:23]([Cl:31])[C:24]([O:27][CH:28]([F:30])[F:29])=[N:25][CH:26]=1)[CH3:20]>>[Cl:31][C:23]1[CH:22]=[C:21]([CH:19]([N:16]2[CH:11]([C:4]3[C:5]([O:9][CH3:10])=[CH:6][CH:7]=[CH:8][C:3]=3[O:2][CH3:1])[CH2:12][CH2:13][CH2:14][C:15]2=[O:17])[CH3:20])[CH:26]=[N:25][C:24]=1[O:27][CH:28]([F:30])[F:29]. Reported procedure: Prepared according to the described general procedure 4 (GP4) by reaction of 6-(2,6-dimethoxyphenyl)piperidin-2-one with 5-(1-bromoethyl)-3-chloro-2-(difluoromethoxy)pyridine. Subsequent purification by preparative HPLC afforded the target compound. LC-MS (conditions A): tR=0.89 min., [M+H]+: 441.23 g/mol; tR=0.91 min., [M+H]+: 441.22 g/mol (diastereomers). Starting materials: O=P(Cl)(Cl)Cl (POCl3), C(C)C1=CC=C(C=C1)C1C(CC(CC1)CCC)C(=O)N (2-(p-ethylphenyl)-5-n-propylcyclohexanecarboxamide). The solvent is CN(C)C=O (DMF). Conditions: time 1 hour. The product is C(C)C1=CC=C(C=C1)C1C(CC(CC1)CCC)C#N (2-(p-ethylphenyl)-5-n-propylcyclohexanecarbonitrile). As a reaction SMILES: O=P(Cl)(Cl)Cl.[CH2:6]([C:8]1[CH:13]=[CH:12][C:11]([CH:14]2[CH2:19][CH2:18][CH:17]([CH2:20][CH2:21][CH3:22])[CH2:16][CH:15]2[C:23]([NH2:25])=O)=[CH:10][CH:9]=1)[CH3:7]>CN(C=O)C>[CH2:6]([C:8]1[CH:13]=[CH:12][C:11]([CH:14]2[CH2:19][CH2:18][CH:17]([CH2:20][CH2:21][CH3:22])[CH2:16][CH:15]2[C:23]#[N:25])=[CH:10][CH:9]=1)[CH3:7]. Reported procedure: 65 g of POCl3 are added dropwise with stirring at 50° to a solution of 24 g of 2-(p-ethylphenyl)-5-n-propylcyclohexanecarboxamide in 500 ml of DMF. After further stirring for one hour the reaction mixture is poured onto ice and worked up as customary to give 2-(p-ethylphenyl)-5-n-propylcyclohexanecarbonitrile. Reactants: [Cl-].[Al+3].[Cl-].[Cl-] (aluminum chloride), τ(CDCl3), C(C)(=O)Br (acetyl bromide), C(=O)NC(CC1=CC=CC=C1)(C)C (N-formyl-2-phenyl-1, 1-dimethylethanamine). Run in ClCCCl (1,2-dichloroethane). Yields the product C(=O)NC(CC1=CC=C(C=C1)C(C)=O)(C)C (N-Formyl-2-(4-acetylphenyl)-1,1-dimethylethanamine). Reaction SMILES: [Cl-].[Al+3].[Cl-].[Cl-].[C:5](Br)(=[O:7])[CH3:6].[CH:9]([NH:11][C:12]([CH3:21])([CH3:20])[CH2:13][C:14]1[CH:19]=[CH:18][CH:17]=[CH:16][CH:15]=1)=[O:10]>ClCCCl>[CH:9]([NH:11][C:12]([CH3:21])([CH3:20])[CH2:13][C:14]1[CH:19]=[CH:18][C:17]([C:5](=[O:7])[CH3:6])=[CH:16][CH:15]=1)=[O:10] |f:0.1.2.3|. Procedure: This was prepared in an identical manner to the compound described in Description 10 using aluminum chloride (26 g), acetyl bromide (115 ml) and N-formyl-2-phenyl-1, 1-dimethylethanamine (101.5 g) in 1,2-dichloroethane, (850 ml). τ(CDCl3). 8.62 (6H, s), 7.45 (3H, s), 7.1+6.85 (2H, s+s), 3.85 (1H, broad) 2.7 (2H, d, J=8 Hz) 2.1 (2H, d, J=8 Hz), 1.9 (1H, s).